This data is from the Open Reaction Database (ORD), a public repository of structured organic reaction records. The task is: describe an organic reaction: reactants, conditions, products, and yield Starting materials: CN(C)P(=O)(N(C)C)N(C)C, OCCCCc1cc(Cl)ccc1OCCc1ccccc1, C1CCOC1, O, O=S(Cl)Cl. Yields the product ClCCCCc1cc(Cl)ccc1OCCc1ccccc1. Reaction SMILES: [CH3:26][N:27]([CH3:28])[P:29](=[O:30])([N:31]([CH3:32])[CH3:33])[N:34]([CH3:35])[CH3:36].[Cl:5][c:6]1[cH:7][cH:8][c:9]([O:17][CH2:18][CH2:19][c:20]2[cH:21][cH:22][cH:23][cH:24][cH:25]2)[c:10]([CH2:12][CH2:13][CH2:14][CH2:15][OH:16])[cH:11]1.[O:38]1[CH2:39][CH2:40][CH2:41][CH2:42]1.[OH2:37].[S:1]([Cl:2])([Cl:3])=[O:4]>>[Cl:3][CH2:15][CH2:14][CH2:13][CH2:12][c:10]1[c:9]([O:17][CH2:18][CH2:19][c:20]2[cH:21][cH:22][cH:23][cH:24][cH:25]2)[cH:8][cH:7][c:6]([Cl:5])[cH:11]1. Starting materials: CC(C)(C)OC(=O)N1C(=O)C(CO[SiH](c2ccccc2)c2ccccc2)CC1C(C)(C)C, C1CCOC1, CI. Yields the product CC(C)(C)OC(=O)N1C(=O)C(C)(CO[SiH](c2ccccc2)c2ccccc2)CC1C(C)(C)C. As a reaction SMILES: [C:1]([CH3:2])([CH3:3])([CH3:4])[O:5][C:6](=[O:7])[N:8]1[C:9](=[O:32])[CH:10]([CH2:17][O:18][SiH:19]([c:20]2[cH:21][cH:22][cH:23][cH:24][cH:25]2)[c:26]2[cH:27][cH:28][cH:29][cH:30][cH:31]2)[CH2:11][CH:12]1[C:13]([CH3:14])([CH3:15])[CH3:16].[CH2:35]1[O:36][CH2:37][CH2:38][CH2:39]1.[I:33][CH3:34]>>[C:1]([CH3:2])([CH3:3])([CH3:4])[O:5][C:6](=[O:7])[N:8]1[C:9](=[O:32])[C:10]([CH2:17][O:18][SiH:19]([c:20]2[cH:21][cH:22][cH:23][cH:24][cH:25]2)[c:26]2[cH:27][cH:28][cH:29][cH:30][cH:31]2)([CH3:34])[CH2:11][CH:12]1[C:13]([CH3:14])([CH3:15])[CH3:16]. Starting materials: BrC(C(C)=O)C (3-bromobutan-2-one), NC1=NC=C(C=C1)I (2-amino-5-iodopyridine), CCO (EtOH). The solvent is O (water). Reaction conditions: temperature 70 celsius. The product is IC=1C=CC=2N(C1)C(=C(N2)C)C (6-Iodo-2,3-dimethylimidazo[1,2-a]pyridine). Isolated yield 25.3%. RXN SMILES: Br[CH:2]([CH3:6])[C:3](=O)[CH3:4].[NH2:7][C:8]1[CH:13]=[CH:12][C:11]([I:14])=[CH:10][N:9]=1.CCO>O>[I:14][C:11]1[CH:12]=[CH:13][C:8]2[N:9]([C:2]([CH3:6])=[C:3]([CH3:4])[N:7]=2)[CH:10]=1. Reported procedure: To a mixture of 3-bromobutan-2-one (1.0 g) and 2-amino-5-iodopyridine (800 mg) was added EtOH (25 ml), and the mixture was heated at 70° C. for 30 h. The reaction mixture was cooled, diluted with water, and extracted with DCM. The DCM layer was washed with brine, dried over Na2SO4 and concentrated in vacuo. The residue was purified by silica gel column chromatography (hexane/EtOAc) to give the title compound (250 mg) as a yellow solid. Reactants: COC(=O)c1ccc(CBr)cc1, NC(=O)C1CCCCCC1NS(=O)(=O)c1ccc(Cl)cc1. Yields the product COC(=O)c1ccc(CN(C2CCCCCC2C(N)=O)S(=O)(=O)c2ccc(Cl)cc2)cc1. Reaction SMILES: [Br:22][CH2:23][c:24]1[cH:25][cH:26][c:27]([C:28](=[O:29])[O:30][CH3:31])[cH:32][cH:33]1.[Cl:1][c:2]1[cH:3][cH:4][c:5]([S:8](=[O:9])(=[O:10])[NH:11][CH:12]2[CH:13]([C:19](=[O:20])[NH2:21])[CH2:14][CH2:15][CH2:16][CH2:17][CH2:18]2)[cH:6][cH:7]1>>[Cl:1][c:2]1[cH:3][cH:4][c:5]([S:8](=[O:9])(=[O:10])[N:11]([CH:12]2[CH:13]([C:19](=[O:20])[NH2:21])[CH2:14][CH2:15][CH2:16][CH2:17][CH2:18]2)[CH2:23][c:24]2[cH:25][cH:26][c:27]([C:28](=[O:29])[O:30][CH3:31])[cH:32][cH:33]2)[cH:6][cH:7]1. Starting materials: BrC1=C(C=CC=C1[N+](=O)[O-])F (2-bromo-1-fluoro-3-nitrobenzene), C1(CC1)N (cyclopropanamine). The solvent is C1CCOC1 (THF), CCOC(=O)C (EtOAc). Conditions: temperature 60 celsius. Product: C1(CC1)NC1=C(C=CC=C1[N+](=O)[O-])F (N-cyclopropyl-2-fluoro-6-nitroaniline). Reaction SMILES: Br[C:2]1[C:7]([N+:8]([O-:10])=[O:9])=[CH:6][CH:5]=[CH:4][C:3]=1[F:11].[CH:12]1([NH2:15])[CH2:14][CH2:13]1>C1COCC1.CCOC(C)=O>[CH:12]1([NH:15][C:2]2[C:7]([N+:8]([O-:10])=[O:9])=[CH:6][CH:5]=[CH:4][C:3]=2[F:11])[CH2:14][CH2:13]1. Procedure details: A mixture of 2-bromo-1-fluoro-3-nitrobenzene (2.0 g, 9.1 mmol), cyclopropanamine (1.26 mL, 18.2 mmol) in THF (10 mL) under N2 was heated at 60° C. for 4 days. The reaction mixture was diluted with EtOAc, washed with water and brine, dried over MgSO4, and concentrated under reduced pressure. The residue was purified by column chromatography on a silica gel column using hexane-EtOAc (8.5:1.5) as eluent to give N-cyclopropyl-2-fluoro-6-nitroaniline. Reactants: Brc1cccc(I)c1, CN(C)C1CCNC1, CC(C)O, [Cu]I, [K+], [K+], [K+], O=C([O-])[O-], OCCO, O=P([O-])([O-])[O-]. Product: CN(C)C1CCN(c2cccc(Br)c2)C1. As a reaction SMILES: [Br:1][c:2]1[cH:3][c:4]([I:8])[cH:5][cH:6][cH:7]1.[CH3:21][N:22]([CH:23]1[CH2:24][NH:25][CH2:26][CH2:27]1)[CH3:28].[CH3:33][CH:34]([OH:35])[CH3:36].[Cu:37][I:38].[K+:14].[K+:15].[K+:16].[O-:17][C:18](=[O:19])[O-:20].[OH:29][CH2:30][CH2:31][OH:32].[P:9]([O-:10])([O-:11])([O-:12])=[O:13]>>[Br:1][c:2]1[cH:3][c:4]([N:25]2[CH2:24][CH:23]([N:22]([CH3:21])[CH3:28])[CH2:27][CH2:26]2)[cH:5][cH:6][cH:7]1.